Dataset: the Open Reaction Database (ORD), a public repository of structured organic reaction records. Task: describe an organic reaction: reactants, conditions, products, and yield The yield is 68.5%. The reactants are C(C)N1CCN(CC1)C1=NC(=CC2=CC=CC=C12)C1=CC(=C(C=C1)OCCOCC1=CC=CC=C1)C#N (1-(4-Ethylpiperazin-1-yl)-3-[3-cyano-4-(2-benzyloxyethoxy)phenyl]isoquinoline). RXN SMILES: [CH2:1]([N:3]1[CH2:8][CH2:7][N:6]([C:9]2[C:18]3[C:13](=[CH:14][CH:15]=[CH:16][CH:17]=3)[CH:12]=[C:11]([C:19]3[CH:24]=[CH:23][C:22]([O:25][CH2:26][CH2:27][O:28]CC4C=CC=CC=4)=[C:21]([C:36]#[N:37])[CH:20]=3)[N:10]=2)[CH2:5][CH2:4]1)[CH3:2]>CO.[Pd]>[CH2:1]([N:3]1[CH2:8][CH2:7][N:6]([C:9]2[C:18]3[C:13](=[CH:14][CH:15]=[CH:16][CH:17]=3)[CH:12]=[C:11]([C:19]3[CH:24]=[CH:23][C:22]([O:25][CH2:26][CH2:27][OH:28])=[C:21]([C:36]#[N:37])[CH:20]=3)[N:10]=2)[CH2:5][CH2:4]1)[CH3:2]. Yields the product C(C)N1CCN(CC1)C1=NC(=CC2=CC=CC=C12)C1=CC(=C(C=C1)OCCO)C#N (1-(4-ethylpiperazin-1-yl)-3-[3-cyano-4-(2-hydroxyethoxy)phenyl]isoquinoline). The solvent is CO (methanol). The reagents and catalysts are [Pd] (palladium/carbon). Procedure details: 1-(4-Ethylpiperazin-1-yl)-3-[3-cyano-4-(2-benzyloxyethoxy)phenyl]isoquinoline (0.50 g) was dissolved in methanol (20 ml), followed by the hydrogenation in the presence of 10% palladium/carbon catalyst (0.05 g) at room temperature. After the catalyst was filtered off and washed with methanol, the resulting filtrate was concentrated, to give 0.28 g of the title compound as a pale yellow oil. Reactants: COC(=O)c1cncc(OCCc2csc(NC(=O)Nc3ccc(C)cc3C(=O)C3CCCC3)n2)c1, [Li+], [OH-]. The product is Cc1ccc(NC(=O)Nc2nc(CCOc3cncc(C(=O)O)c3)cs2)c(C(=O)C2CCCC2)c1. Reaction SMILES: [CH3:1][O:2][C:3]([c:4]1[cH:5][n:6][cH:7][c:8]([O:10][CH2:11][CH2:12][c:13]2[n:14][c:15]([NH:18][C:19](=[O:20])[NH:21][c:22]3[c:23]([C:29](=[O:30])[CH:31]4[CH2:32][CH2:33][CH2:34][CH2:35]4)[cH:24][c:25]([CH3:28])[cH:26][cH:27]3)[s:16][cH:17]2)[cH:9]1)=[O:36].[Li+:38].[OH-:37]>>[O:2]=[C:3]([c:4]1[cH:5][n:6][cH:7][c:8]([O:10][CH2:11][CH2:12][c:13]2[n:14][c:15]([NH:18][C:19](=[O:20])[NH:21][c:22]3[c:23]([C:29](=[O:30])[CH:31]4[CH2:32][CH2:33][CH2:34][CH2:35]4)[cH:24][c:25]([CH3:28])[cH:26][cH:27]3)[s:16][cH:17]2)[cH:9]1)[OH:36]. The reactants are C1(CC1)NC=1C2=C(N=CN1)C(=CS2)C(=O)NC=2C=C(C(=O)O)C=CC2C (3-(4-(Cyclopropylamino)thieno[3,2-d]pyrimidine-7-carboxamido)-4-methylbenzoic acid), O1CCN(CC1)C1=CC=C(C=N1)N (6-morpholinopyridine-3-amine). Yields the product C1(CC1)NC=1C2=C(N=CN1)C(=CS2)C(=O)NC2=C(C=CC(=C2)C(NC=2C=NC(=CC2)N2CCOCC2)=O)C (4-(Cyclopropylamino)-N-(2-methyl-5-(6-morpholinopyridine-3-ylcarbamoyl)phenyl)thieno[3,2-d]pyrimidine-7-carboxamide). As a reaction SMILES: [CH:1]1([NH:4][C:5]2[C:6]3[S:13][CH:12]=[C:11]([C:14]([NH:16][C:17]4[CH:18]=[C:19]([CH:23]=[CH:24][C:25]=4[CH3:26])[C:20](O)=[O:21])=[O:15])[C:7]=3[N:8]=[CH:9][N:10]=2)[CH2:3][CH2:2]1.[O:27]1[CH2:32][CH2:31][N:30]([C:33]2[N:38]=[CH:37][C:36]([NH2:39])=[CH:35][CH:34]=2)[CH2:29][CH2:28]1>>[CH:1]1([NH:4][C:5]2[C:6]3[S:13][CH:12]=[C:11]([C:14]([NH:16][C:17]4[CH:18]=[C:19]([C:20](=[O:21])[NH:39][C:36]5[CH:37]=[N:38][C:33]([N:30]6[CH2:29][CH2:28][O:27][CH2:32][CH2:31]6)=[CH:34][CH:35]=5)[CH:23]=[CH:24][C:25]=4[CH3:26])=[O:15])[C:7]=3[N:8]=[CH:9][N:10]=2)[CH2:3][CH2:2]1. Reported procedure: The procedure of Step 5 of Example 1 was repeated except for using 3-(4-(cyclopropylamino)thieno[3,2-d]pyrimidine-7-carboxamido)-4-methylbenzoic acid obtained in Step 3 of Example 21 and 6-morpholinopyridine-3-amine to obtain the title compound (see Table 1). Starting materials: CN1CCOCC1 (N-methylmorpholine), N[C@@H](CC(C)C)[C@@H](O)CC(=O)OC (H-Sta-OMe), C=1C=CC2=C(C1)N=NN2O (HOBt), Cl (HCl), N([C@@H](CC(C)C)[C@@H](O)CC(=O)N[C@@H](C)C(=O)O)C(=O)OCC1=CC=CC=C1 (Z-Sta-Ala-OH), C1CCC(CC1)N=C=NC2CCCCC2 (DCCI). Run in O (H2O). The product is N([C@@H](CC(C)C)[C@@H](O)CC(=O)N[C@@H](C)C(=O)N[C@@H](CC(C)C)[C@@H](O)CC(=O)OC)C(=O)OCC1=CC=CC=C1 (Z-Sta-Ala-Sta-OMe). Reaction SMILES: [NH2:1][C@H:2]([C@H:7]([CH2:9][C:10]([O:12][CH3:13])=[O:11])[OH:8])[CH2:3][CH:4]([CH3:6])[CH3:5].Cl.[NH:15]([C:32]([O:34][CH2:35][C:36]1[CH:41]=[CH:40][CH:39]=[CH:38][CH:37]=1)=[O:33])[C@H:16]([C@H:21]([CH2:23][C:24]([NH:26][C@H:27]([C:29](O)=[O:30])[CH3:28])=[O:25])[OH:22])[CH2:17][CH:18]([CH3:20])[CH3:19].C1C=CC2N(O)N=NC=2C=1.CN1CCOCC1.C1CCC(N=C=NC2CCCCC2)CC1>O>[NH:15]([C:32]([O:34][CH2:35][C:36]1[CH:37]=[CH:38][CH:39]=[CH:40][CH:41]=1)=[O:33])[C@H:16]([C@H:21]([CH2:23][C:24]([NH:26][C@H:27]([C:29]([NH:1][C@H:2]([C@H:7]([CH2:9][C:10]([O:12][CH3:13])=[O:11])[OH:8])[CH2:3][CH:4]([CH3:6])[CH3:5])=[O:30])[CH3:28])=[O:25])[OH:22])[CH2:17][CH:18]([CH3:20])[CH3:19]. Reported procedure: In a manner analogous to that described in stage 13.1, using as starting materials 150 mg of H-Sta-OMe×HCl (from stage 13.4), 253 mg of Z-Sta-Ala-OH (from stage 13.2), 102 mg of HOBt×H2O, 67 mg of N-methylmorpholine and 178 mg of DCCI, Z-Sta-Ala-Sta-OMe is obtained; Rf (chloroform/methanol ]9:1])=0.37.